This data is from the Open Reaction Database (ORD), a public repository of structured organic reaction records. The task is: describe an organic reaction: reactants, conditions, products, and yield Reactants: BrC=1C=NC=CC1 (3-bromopyridine), solution, C(CCC)[Li] (n-butyllithium), C1(CCCCO1)=O (δ-valerolactone), C(C)(C)[N-]C(C)C.[Li+] (lithium diisopropylamide), [Si](C)(C)(C(C)(C)C)OCC=O (t-butyldimethylsilyloxyacetaldehyde), [Li]C=1C=NC=CC1 (3-lithiopyridine), solution, C(CCC)[Li] (n-butyllithium), C(C)(C)NC(C)C (diisopropyl amine). Run in CCCCCC (hexane), CCOCC (ether), CCOCC (ether), CCOCC (ether), CCOCC (ether). Run at temperature -78 celsius, time 1 hour. Product: [Si](C)(C)(C(C)(C)C)OCC(C(CCCO)C(C1=CN=CC=C1)=O)O (1-(t-butyldimethylsilyloxy)-3-nicotinoylhexan-2,6-diol). RXN SMILES: C([N-]C(C)C)(C)C.[Li+].C([Li])CCC.C(NC(C)C)(C)C.[C:21]1(=[O:27])[O:26][CH2:25][CH2:24][CH2:23][CH2:22]1.[Si:28]([O:35][CH2:36][CH:37]=[O:38])([C:31]([CH3:34])([CH3:33])[CH3:32])([CH3:30])[CH3:29].[Li][C:40]1[CH:41]=[N:42][CH:43]=[CH:44][CH:45]=1.BrC1C=NC=CC=1>CCOCC.CCCCCC>[Si:28]([O:35][CH2:36][CH:37]([OH:38])[CH:22]([C:21](=[O:27])[C:40]1[CH:45]=[CH:44][CH:43]=[N:42][CH:41]=1)[CH2:23][CH2:24][CH2:25][OH:26])([C:31]([CH3:34])([CH3:33])[CH3:32])([CH3:30])[CH3:29] |f:0.1|. Procedure details: To a solution of lithium diisopropylamide prepared by adding at 0° C. 6.1 ml (0.0122 mole) of 2.01 molar solution of n-butyllithium to a stirring solution of 1.23 g (0.0122 mole) of diisopropyl amine in 25 ml of ether and cooling the solution to -78° C., a solution of 1.2 g (0.0122 mole) of δ-valerolactone in 2 ml of ether is added dropwise over a period of 5 min. The mixture is stirred at -78° C. for 1 h and a solution of 2.12 g (0.0122 mole) of t-butyldimethylsilyloxyacetaldehyde in 2 ml of et... Starting materials: C(C1=CC(OC)=C(O)C(OC)=C1)=O (syringaldehyde), C([O-])([O-])=O.[K+].[K+] (potassium carbonate), S(=O)(OC)OC (dimethyl sulfite). Conditions: temperature 100 celsius. Product: COC=1C=C(C=O)C=C(C1OC)OC (3,4,5-trimethoxybenzaldehyde). Yield: 59.5%. RXN SMILES: [CH:1](=[O:13])[C:2]1[CH:12]=[C:9]([O:10][CH3:11])[C:7]([OH:8])=[C:4]([O:5][CH3:6])[CH:3]=1.[C:14](=O)([O-])[O-].[K+].[K+].S(OC)(OC)=O>>[CH3:11][O:10][C:9]1[CH:12]=[C:2]([CH:3]=[C:4]([O:5][CH3:6])[C:7]=1[O:8][CH3:14])[CH:1]=[O:13] |f:1.2.3|. Reported procedure: In an apparatus as in Example 1, 10.0 g (0.054 mol) of syringaldehyde and 5.00 g (0.036 mol) of potassium carbonate were heated to 100° C. and 8 ml (0.094 mol) of dimethyl sulfite was added over a 5 minute period. The pasty mixture was heated to 100° C. for 3 hours then cooled to 25° C. and quenched with 50 ml water. The mixture was extracted with 100 ml of methylene chloride. The extracts were washed with water and concentrated in vacuo to get 4.2 g (54% based on recovered syringaldehyde) of 3,... Starting materials: O=C([O-])[O-], CN(C)C=O, [K+], [K+], CCOC(=O)c1cccc(N2CCNCC2)c1, BrCCC(c1ccccc1)c1ccccc1. Product: CCOC(=O)c1cccc(N2CCN(CCC(c3ccccc3)c3ccccc3)CC2)c1. Reaction SMILES: [C:18](=[O:19])([O-:20])[O-:21].[CH3:40][N:41]([CH3:42])[CH:43]=[O:44].[K+:22].[K+:23].[N:1]1([c:7]2[cH:8][c:9]([C:10](=[O:11])[O:12][CH2:13][CH3:14])[cH:15][cH:16][cH:17]2)[CH2:2][CH2:3][NH:4][CH2:5][CH2:6]1.[c:24]1([CH:30]([CH2:31][CH2:32][Br:33])[c:34]2[cH:35][cH:36][cH:37][cH:38][cH:39]2)[cH:25][cH:26][cH:27][cH:28][cH:29]1>>[N:1]1([c:7]2[cH:8][c:9]([C:10](=[O:11])[O:12][CH2:13][CH3:14])[cH:15][cH:16][cH:17]2)[CH2:2][CH2:3][N:4]([CH2:32][CH2:31][CH:30]([c:24]2[cH:25][cH:26][cH:27][cH:28][cH:29]2)[c:34]2[cH:35][cH:36][cH:37][cH:38][cH:39]2)[CH2:5][CH2:6]1.